Dataset: the Open Reaction Database (ORD), a public repository of structured organic reaction records. Task: describe an organic reaction: reactants, conditions, products, and yield Reactants: SC1=NC2=C(N1CC(=O)OC(C)(C)C)C=CC=C2 (tert-butyl (2-mercapto-benzoimidazol-1-yl)-acetate), BrCC1=CC=CC=C1 (1-bromomethyl-benzene), C(=O)([O-])[O-].[K+].[K+] (K2CO3). The solvent is CC(=O)C (acetone). Yields the product C(C)(C)(C)OC(CN1C(=NC2=C1C=CC=C2)SC(C)C2=CC=CC=C2)=O (tert-Butyl[2-(1-phenyl-ethylsulfanyl)-benzoimidazol-1-yl]-acetate). As a reaction SMILES: [SH:1][C:2]1[N:6]([CH2:7][C:8]([O:10][C:11]([CH3:14])([CH3:13])[CH3:12])=[O:9])[C:5]2[CH:15]=[CH:16][CH:17]=[CH:18][C:4]=2[N:3]=1.Br[CH2:20][C:21]1[CH:26]=[CH:25][CH:24]=[CH:23][CH:22]=1.[C:27]([O-])([O-])=O.[K+].[K+]>CC(C)=O>[C:11]([O:10][C:8](=[O:9])[CH2:7][N:6]1[C:5]2[CH:15]=[CH:16][CH:17]=[CH:18][C:4]=2[N:3]=[C:2]1[S:1][CH:20]([C:21]1[CH:26]=[CH:25][CH:24]=[CH:23][CH:22]=1)[CH3:27])([CH3:13])([CH3:14])[CH3:12] |f:2.3.4|. Procedure details: A mixture of tert-butyl (2-mercapto-benzoimidazol-1-yl)-acetate (Intermediate 3-I, 50 mg, 0.19 mmol), 1-bromomethyl-benzene (38.5 mg, 28.5 μl, 0.2 mmol) and K2CO3 (52 mg, 0.38 mmol) in acetone (3 ml) is stirred at reflux overnight. The suspension is cooled to rt and filtered through Celite. Evaporation of the solvent in vacuo and drying under high vacuum yields quantitatively the title compound as a slightly yellow oil. This material is used in the next step without further purification. tR=7.45... RXN SMILES: [CH3:36][O:37][C:38](=[O:39])[c:40]1[n:41][cH:42][c:43]([Br:46])[cH:44][cH:45]1.[Cl:1][c:2]1[c:3]([CH:17]([C:18]([C:19]([F:20])([F:21])[F:22])([OH:23])[c:24]2[cH:25][cH:26][c:27]3[c:28]([n:29]([CH3:33])[c:30](=[O:32])[o:31]3)[cH:34]2)[CH3:35])[cH:4][cH:5][c:6]([B:8]2[O:9][C:10]([CH3:11])([CH3:12])[C:13]([CH3:14])([CH3:15])[O:16]2)[cH:7]1>>[Cl:1][c:2]1[c:3]([CH:17]([C:18]([C:19]([F:20])([F:21])[F:22])([OH:23])[c:24]2[cH:25][cH:26][c:27]3[c:28]([n:29]([CH3:33])[c:30](=[O:32])[o:31]3)[cH:34]2)[CH3:35])[cH:4][cH:5][c:6](-[c:43]2[cH:42][n:41][c:40]([C:38]([O:37][CH3:36])=[O:39])[cH:45][cH:44]2)[cH:7]1. Starting materials: COC(=O)c1ccc(Br)cn1, CC(c1ccc(B2OC(C)(C)C(C)(C)O2)cc1Cl)C(O)(c1ccc2oc(=O)n(C)c2c1)C(F)(F)F. The product is COC(=O)c1ccc(-c2ccc(C(C)C(O)(c3ccc4oc(=O)n(C)c4c3)C(F)(F)F)c(Cl)c2)cn1. The reactants are Cl.Cl.Cl.N[C@H](CC(N)=O)C(=O)N1CCN(CC1)C1CCN(CC1)C (1-(D-asparaginyl)-4-(1-methylpiperidin-4-yl)piperazine trihydrochloride), ClC=1C=CC2=C(SC(=C2)C(=O)O)C1 (6-chlorobenzo[b]thiophene-2-carboxylic acid). Reaction SMILES: Cl.Cl.Cl.[NH2:4][C@@H:5]([C:10]([N:12]1[CH2:17][CH2:16][N:15]([CH:18]2[CH2:23][CH2:22][N:21]([CH3:24])[CH2:20][CH2:19]2)[CH2:14][CH2:13]1)=[O:11])[CH2:6][C:7](=[O:9])[NH2:8].[Cl:25][C:26]1[CH:27]=[CH:28][C:29]2[CH:33]=[C:32]([C:34](O)=[O:35])[S:31][C:30]=2[CH:37]=1>>[Cl:25][C:26]1[CH:27]=[CH:28][C:29]2[CH:33]=[C:32]([C:34]([NH:4][C@@H:5]([C:10]([N:12]3[CH2:17][CH2:16][N:15]([CH:18]4[CH2:19][CH2:20][N:21]([CH3:24])[CH2:22][CH2:23]4)[CH2:14][CH2:13]3)=[O:11])[CH2:6][C:7](=[O:9])[NH2:8])=[O:35])[S:31][C:30]=2[CH:37]=1 |f:0.1.2.3|. The product is ClC=1C=CC2=C(SC(=C2)C(=O)N[C@H](CC(N)=O)C(=O)N2CCN(CC2)C2CCN(CC2)C)C1 (1-[N-(6-Chlorobenzo[b]thiophene-2-carbonyl)-D-asparaginyl]-4-(1-methylpiperidin-4-yl)piperazine). Procedure details: Using methods substantially equivalent to those described in Method D-1, the subtitled compound was prepared from 1-(D-asparaginyl)-4-(1-methylpiperidin-4-yl)piperazine trihydrochloride and 6-chlorobenzo[b]thiophene-2-carboxylic acid (40%). Starting materials: COC(=O)c1ccc(NC(=O)OC(C)(C)C)cc1[N+](=O)[O-], CCOC(C)=O. Yields the product COC(=O)c1ccc(NC(=O)OC(C)(C)C)cc1N. RXN SMILES: [CH3:1][O:2][C:3]([c:4]1[c:5]([N+:18]([O-:19])=[O:20])[cH:6][c:7]([NH:10][C:11](=[O:12])[O:13][C:14]([CH3:15])([CH3:16])[CH3:17])[cH:8][cH:9]1)=[O:21].[CH3:22][CH2:23][O:24][C:25](=[O:26])[CH3:27]>>[CH3:1][O:2][C:3]([c:4]1[c:5]([NH2:18])[cH:6][c:7]([NH:10][C:11](=[O:12])[O:13][C:14]([CH3:15])([CH3:16])[CH3:17])[cH:8][cH:9]1)=[O:21]. Reactants: CCCCCCCCCCCCCCCCOc1coc(COC2CCCCO2)cc1=O, C1CCOC1, Cl. Yields the product CCCCCCCCCCCCCCCCOc1coc(CO)cc1=O. Reaction SMILES: [CH2:1]([CH2:2][CH2:3][CH2:4][CH2:5][CH2:6][CH2:7][CH2:8][CH2:9][CH2:10][CH2:11][CH2:12][CH2:13][CH2:14][CH2:15][CH3:16])[O:17][c:18]1[c:19](=[O:32])[cH:20][c:21]([CH2:24][O:25][CH:26]2[CH2:27][CH2:28][CH2:29][CH2:30][O:31]2)[o:22][cH:23]1.[CH2:34]1[O:35][CH2:36][CH2:37][CH2:38]1.[ClH:33]>>[CH2:1]([CH2:2][CH2:3][CH2:4][CH2:5][CH2:6][CH2:7][CH2:8][CH2:9][CH2:10][CH2:11][CH2:12][CH2:13][CH2:14][CH2:15][CH3:16])[O:17][c:18]1[c:19](=[O:32])[cH:20][c:21]([CH2:24][OH:25])[o:22][cH:23]1. Reactants: C(C)OC(=O)[C@@H]1CC[C@H](CC1)C=1SC(=C(N1)C)Cl (trans-4-(5-chloro-4-methyl-thiazol-2-yl)-cyclohexanecarboxylic acid ethyl ester), [OH-].[Na+] (sodium hydroxide). Run in O1CCOCC1 (1,4-dioxane). Product: ClC1=C(N=C(S1)[C@@H]1CC[C@H](CC1)C(=O)O)C (trans-4-(5-Chloro-4-methyl-thiazol-2-yl)-cyclohexanecarboxylic acid). Isolated yield 90.1%. Reaction SMILES: C([O:3][C:4]([C@H:6]1[CH2:11][CH2:10][C@H:9]([C:12]2[S:13][C:14]([Cl:18])=[C:15]([CH3:17])[N:16]=2)[CH2:8][CH2:7]1)=[O:5])C.[OH-].[Na+]>O1CCOCC1>[Cl:18][C:14]1[S:13][C:12]([C@H:9]2[CH2:8][CH2:7][C@H:6]([C:4]([OH:5])=[O:3])[CH2:11][CH2:10]2)=[N:16][C:15]=1[CH3:17] |f:1.2|. Reported procedure: A mixture of cis/trans-4-(5-chloro-4-methyl-thiazol-2-yl)-cyclohexanecarboxylic acid ethyl ester (1:5) (209 mg, 0.726 mmol) in 1,4-dioxane (7.3 ml) and 2 M aqueous sodium hydroxide solution (3.6 ml, 7.3 mmol) was stirred for 12 h at room temperature. The reaction mixture was partitioned between ethyl acetate (25 ml) and 0.1 M aqueous hydrogen chloride solution (25 ml). The layers were separated. The aqueous layer (pH 2) was extracted with two 25-ml portions of ethyl acetate. The combined organic... The reactants are O=C([O-])[O-], CCOC(=O)c1cc2cc(OCCOC)cc(NS(=O)(=O)c3nccn3C)c2[nH]1, CI, CN(C)C=O, [K+], [K+], O. The product is CCOC(=O)c1cc2cc(OCCOC)cc(N(C)S(=O)(=O)c3nccn3C)c2[nH]1. Reaction SMILES: [C:30](=[O:31])([O-:32])[O-:33].[CH3:1][O:2][CH2:3][CH2:4][O:5][c:6]1[cH:7][c:8]2[cH:9][c:10]([C:25](=[O:26])[O:27][CH2:28][CH3:29])[nH:11][c:12]2[c:13]([NH:15][S:16](=[O:17])(=[O:18])[c:19]2[n:20]([CH3:24])[cH:21][cH:22][n:23]2)[cH:14]1.[CH3:36][I:37].[CH3:39][N:40]([CH3:41])[CH:42]=[O:43].[K+:34].[K+:35].[OH2:38]>>[CH3:1][O:2][CH2:3][CH2:4][O:5][c:6]1[cH:7][c:8]2[cH:9][c:10]([C:25](=[O:26])[O:27][CH2:28][CH3:29])[nH:11][c:12]2[c:13]([N:15]([S:16](=[O:17])(=[O:18])[c:19]2[n:20]([CH3:24])[cH:21][cH:22][n:23]2)[CH3:30])[cH:14]1. Reactants: C1CCOC1, Cc1ccc2c(N=Cc3cccc4c3OC(C)(C)C4)cccc2n1, Cc1ccccc1, FC(F)(F)C1CO1, Cc1ccc2c(N)cccc2n1. The product is Cc1nc2cccc(N)c2cc1C(c1cccc2c1OC(C)(C)C2)C1(C(F)(F)F)CO1. Reaction SMILES: [CH2:51]1[O:52][CH2:53][CH2:54][CH2:55]1.[CH3:13][C:14]1([CH3:36])[O:15][c:16]2[c:17]([cH:19][cH:20][cH:21][c:22]2[CH:23]=[N:24][c:25]2[c:26]3[cH:27][cH:28][c:29]([CH3:30])[n:31][c:32]3[cH:33][cH:34][cH:35]2)[CH2:18]1.[CH3:44][c:45]1[cH:46][cH:47][cH:48][cH:49][cH:50]1.[F:37][C:38]([CH:39]1[CH2:40][O:41]1)([F:42])[F:43].[NH2:1][c:2]1[c:3]2[cH:4][cH:5][c:6]([CH3:12])[n:7][c:8]2[cH:9][cH:10][cH:11]1>>[NH2:1][c:2]1[c:3]2[cH:4][c:5]([CH:23]([c:22]3[c:16]4[c:17]([cH:19][cH:20][cH:21]3)[CH2:18][C:14]([CH3:13])([CH3:36])[O:15]4)[C:39]3([C:38]([F:37])([F:42])[F:43])[CH2:40][O:41]3)[c:6]([CH3:12])[n:7][c:8]2[cH:9][cH:10][cH:11]1. Starting materials: CCO, O=[N+]([O-])c1cc(F)ccc1O, [Na+], [OH-], Cl[Sn]Cl. Yields the product Nc1cc(F)ccc1O. Reaction SMILES: [CH3:17][CH2:18][OH:19].[F:4][c:5]1[cH:6][c:7]([N+:12]([O-:13])=[O:14])[c:8]([OH:11])[cH:9][cH:10]1.[Na+:16].[OH-:15].[Sn:1]([Cl:2])[Cl:3]>>[F:4][c:5]1[cH:6][c:7]([NH2:12])[c:8]([OH:11])[cH:9][cH:10]1.